From a dataset of the Open Reaction Database (ORD), a public repository of structured organic reaction records. describe an organic reaction: reactants, conditions, products, and yield Starting materials: COc1ccccc1N1CCN(c2cnc3ccc(Br)cc3n2)CC1, O=C([O-])[O-], C1COCCO1, CC1(C)OB(c2cncc(NS(=O)(=O)c3ccccc3)c2)OC1(C)C, [K+], [K+]. The product is COc1ccccc1N1CCN(c2cnc3ccc(-c4cncc(NS(=O)(=O)c5ccccc5)c4)cc3n2)CC1. RXN SMILES: [Br:26][c:27]1[cH:28][cH:29][c:30]2[n:31][cH:32][c:33]([N:37]3[CH2:38][CH2:39][N:40]([c:43]4[c:44]([O:49][CH3:50])[cH:45][cH:46][cH:47][cH:48]4)[CH2:41][CH2:42]3)[n:34][c:35]2[cH:36]1.[C:57](=[O:58])([O-:59])[O-:60].[CH2:51]1[O:52][CH2:53][CH2:54][O:55][CH2:56]1.[CH3:1][C:2]1([CH3:3])[C:4]([CH3:5])([CH3:6])[O:7][B:8]([c:9]2[cH:10][c:11]([NH:15][S:16](=[O:17])(=[O:18])[c:19]3[cH:20][cH:21][cH:22][cH:23][cH:24]3)[cH:12][n:13][cH:14]2)[O:25]1.[K+:61].[K+:62]>>[c:9]1(-[c:27]2[cH:28][cH:29][c:30]3[n:31][cH:32][c:33]([N:37]4[CH2:38][CH2:39][N:40]([c:43]5[c:44]([O:49][CH3:50])[cH:45][cH:46][cH:47][cH:48]5)[CH2:41][CH2:42]4)[n:34][c:35]3[cH:36]2)[cH:10][c:11]([NH:15][S:16](=[O:17])(=[O:18])[c:19]2[cH:20][cH:21][cH:22][cH:23][cH:24]2)[cH:12][n:13][cH:14]1. Starting materials: CO (methanol), C1(=CC=CC=C1)S(=O)(=O)N1OC1C1=CC=CC=C1 (2-benzenesulfonyl-3-phenyl-oxaziridine), C1(CCCC1)N1C(C(=CC2=C1N=C(N=C2)SC)C)=O (8-Cyclopentyl-6-methyl-2-methylsulfanyl-8H-pyrido[2,3-d]pyrimidin-7-one). Run in ClCCl (dichloromethane). Conditions: time 16 hour. Yields the product C1(CCCC1)N1C(C(=CC2=C1N=C(N=C2)S(=O)C)C)=O (8-cyclopentyl-2-methanesulfinyl-6-methyl-8H-pyrido[2,3-d]pyrimidin-7-one). Isolated yield 84.8%. As a reaction SMILES: [CH:1]1([N:6]2[C:11]3[N:12]=[C:13]([S:16][CH3:17])[N:14]=[CH:15][C:10]=3[CH:9]=[C:8]([CH3:18])[C:7]2=[O:19])[CH2:5][CH2:4][CH2:3][CH2:2]1.CO.C1(S(N2C(C3C=CC=CC=3)O2)(=O)=[O:29])C=CC=CC=1>ClCCl>[CH:1]1([N:6]2[C:11]3[N:12]=[C:13]([S:16]([CH3:17])=[O:29])[N:14]=[CH:15][C:10]=3[CH:9]=[C:8]([CH3:18])[C:7]2=[O:19])[CH2:2][CH2:3][CH2:4][CH2:5]1. Reported procedure: 8-Cyclopentyl-6-methyl-2-methylsulfanyl-8H-pyrido[2,3-d]pyrimidin-7-one (2.56 g, 9.30 mmol) was dissolved in dichloromethane (17 mL) and methanol (17 mL) to which 2-benzenesulfonyl-3-phenyl-oxaziridine was added and the reaction mixture was stirred for 16 hours. The solvent was removed and diethyl ether added. The precipitated solid was collected by filtration to give 8-cyclopentyl-2-methanesulfinyl-6-methyl-8H-pyrido[2,3-d]pyrimidin-7-one as a white solid (2.30 g, 84.8%). 1H NMR δ(400 MHz, CDCl... Starting materials: C(C)SC1=NC=2C(=NC=CC2C)N1CC1=CC=C(C=C1)C1=C(C=CC=C1)C1=NN=NN1 (2-Ethylthio-7-methyl-3-[{2'-(1H-tetrazol-5-yl)biphenyl-4-yl}methyl]-3H-imidazo[4,5-b]pyridine), C(C)C1=NC=2C(=NC=CC2C)N1 (2-ethyl-7-methyl-3H-imidazo[4,5-b]pyridine). Product: CC1=C2C(=NC=C1)N(C(=N2)C#CC)CC2=CC=C(C=C2)C2=C(C=CC=C2)C2=NN=NN2 (7-Methyl-2-(1-propynyl)-3-[{2'-(1H-tetrazol-5-yl)biphenyl-4-yl}methyl]-3H-imidazo[4,5-b]pyridine). RXN SMILES: C(S[C:4]1[N:13]([CH2:14][C:15]2[CH:20]=[CH:19][C:18]([C:21]3[CH:26]=[CH:25][CH:24]=[CH:23][C:22]=3[C:27]3[NH:31][N:30]=[N:29][N:28]=3)=[CH:17][CH:16]=2)[C:7]2=[N:8][CH:9]=[CH:10][C:11]([CH3:12])=[C:6]2[N:5]=1)C.[CH2:32]([C:34]1NC2=NC=CC(C)=C2N=1)[CH3:33]>>[CH3:12][C:11]1[CH:10]=[CH:9][N:8]=[C:7]2[N:13]([CH2:14][C:15]3[CH:20]=[CH:19][C:18]([C:21]4[CH:26]=[CH:25][CH:24]=[CH:23][C:22]=4[C:27]4[NH:31][N:30]=[N:29][N:28]=4)=[CH:17][CH:16]=3)[C:4]([C:33]#[C:32][CH3:34])=[N:5][C:6]=12. Reported procedure: 2-Ethylthio-7-methyl-3-[{2'-(1H-tetrazol-5-yl)biphenyl-4-yl}methyl]-3H-imidazo[4,5-b]pyridine p0 3-{(2'-Carboxybiphenyl-4-yl)methyl{-2-ethyl-7-methyl-3H-imidazo[4,5-b]pyridine The product is O=C1N(C(C2=CC=CC=C12)=O)C(C(=O)N[C@@H](COCC=O)C(=O)OC)CC1=CC=CC=C1 (N-[2-(1,3-dihydro-1,3-dioxo-2H-isoindol-2-yl)-1-oxo-3-phenylpropyl]-O-2-oxoethyl-L-serine, methyl ester). Procedure details: Dissolve N-[2-(1,3-dihydro-1,3-dioxo-2H-isoindol-2-yl)-1-oxo-3-phenylpropyl]-O-2-propenyl-L-serine, methyl ester (13 g, 29.8 mmol) in methylene chloride/methanol (10:1, 220 mL). Cool to -78° C. and sparge with a mixture of ozone/oxygen for approximately 10 minutes until a blue color persists. Sparge with nitrogen for 10 minutes at -78° C. to remove excess ozone. Treat with methyl sulfide (60 mL, 0.82 mol) and allow to warm to room temperature. Stir at room temperature for 2.5 hours, evaporate th... As a reaction SMILES: [O:1]=[C:2]1[C:10]2[C:5](=[CH:6][CH:7]=[CH:8][CH:9]=2)[C:4](=[O:11])[N:3]1[CH:12]([CH2:26][C:27]1[CH:32]=[CH:31][CH:30]=[CH:29][CH:28]=1)[C:13]([NH:15][C@H:16]([C:22]([O:24][CH3:25])=[O:23])[CH2:17][O:18][CH2:19][CH:20]=C)=[O:14].CSC.C(Cl)Cl.C[OH:40]>>[O:1]=[C:2]1[C:10]2[C:5](=[CH:6][CH:7]=[CH:8][CH:9]=2)[C:4](=[O:11])[N:3]1[CH:12]([CH2:26][C:27]1[CH:32]=[CH:31][CH:30]=[CH:29][CH:28]=1)[C:13]([NH:15][C@H:16]([C:22]([O:24][CH3:25])=[O:23])[CH2:17][O:18][CH2:19][CH:20]=[O:40])=[O:14] |f:2.3|. Starting materials: O=C1N(C(C2=CC=CC=C12)=O)C(C(=O)N[C@@H](COCC=C)C(=O)OC)CC1=CC=CC=C1 (N-[2-(1,3-dihydro-1,3-dioxo-2H-isoindol-2-yl)-1-oxo-3-phenylpropyl]-O-2-propenyl-L-serine, methyl ester), C(Cl)Cl.CO (methylene chloride methanol), CSC (methyl sulfide). Reaction conditions: temperature -78 celsius, time 2.5 hour. The reactants are CC(=O)Nc1sc(C)c(C)c1C(=O)c1ccccc1, [K+], [OH-]. The product is Cc1sc(N)c(C(=O)c2ccccc2)c1C. As a reaction SMILES: [C:1]([c:2]1[cH:3][cH:4][cH:5][cH:6][cH:7]1)(=[O:8])[c:9]1[c:10]([NH:16][C:17](=[O:18])[CH3:19])[s:11][c:12]([CH3:15])[c:13]1[CH3:14].[K+:21].[OH-:20]>>[C:1]([c:2]1[cH:3][cH:4][cH:5][cH:6][cH:7]1)(=[O:8])[c:9]1[c:10]([NH2:16])[s:11][c:12]([CH3:15])[c:13]1[CH3:14]. Product: C(=O)C=1C(=NN(C1)C1=CC=CC=C1)OCC1=CC(=C(OCC=2N=C(OC2C)/C=C/C(=O)OCC)C=C1)OC (ethyl (2E)-3-{4-[(4-{[(4-formyl-1-phenyl-1H-pyrazol-3-yl)oxy]methyl}-2-methoxyphenoxy)methyl]-5-methyl-1,3-oxazol-2-yl}-2-propenoate). Solvent: O (Water). Procedure details: A mixture of ethyl (2E)-3-{4[(4-chloromethyl-2-methoxyphenoxy)methyl]-5-methyl-1,3-oxazol-2-yl}-2-propenoate (2.50 g), 3-hydroxy-1-phenyl-1H-pyrazole-4-carbaldehyde (1.22 g), potassium carbonate (0.90 g) and N,N-dimethylformamide (50 mL) was stirred at room temperature for 5 hrs. Water was poured into the reaction mixture, and the mixture was extracted with ethyl acetate. The organic layer was washed with saturated brine, dried over anhydrous magnesium sulfate and concentrated. The residue was s... The reactants are ClCC1=CC(=C(OCC=2N=C(OC2C)/C=C/C(=O)OCC)C=C1)OC (ethyl (2E)-3-{4[(4-chloromethyl-2-methoxyphenoxy)methyl]-5-methyl-1,3-oxazol-2-yl}-2-propenoate), OC1=NN(C=C1C=O)C1=CC=CC=C1 (3-hydroxy-1-phenyl-1H-pyrazole-4-carbaldehyde), C([O-])([O-])=O.[K+].[K+] (potassium carbonate), CN(C=O)C (N,N-dimethylformamide). Yield: 53.9%. RXN SMILES: Cl[CH2:2][C:3]1[CH:23]=[CH:22][C:6]([O:7][CH2:8][C:9]2[N:10]=[C:11](/[CH:15]=[CH:16]/[C:17]([O:19][CH2:20][CH3:21])=[O:18])[O:12][C:13]=2[CH3:14])=[C:5]([O:24][CH3:25])[CH:4]=1.[OH:26][C:27]1[C:31]([CH:32]=[O:33])=[CH:30][N:29]([C:34]2[CH:39]=[CH:38][CH:37]=[CH:36][CH:35]=2)[N:28]=1.C(=O)([O-])[O-].[K+].[K+].CN(C)C=O>O>[CH:32]([C:31]1[C:27]([O:26][CH2:2][C:3]2[CH:23]=[CH:22][C:6]([O:7][CH2:8][C:9]3[N:10]=[C:11](/[CH:15]=[CH:16]/[C:17]([O:19][CH2:20][CH3:21])=[O:18])[O:12][C:13]=3[CH3:14])=[C:5]([O:24][CH3:25])[CH:4]=2)=[N:28][N:29]([C:34]2[CH:39]=[CH:38][CH:37]=[CH:36][CH:35]=2)[CH:30]=1)=[O:33] |f:2.3.4|. Conditions: time 5 hour. Reactants: [Sn](Cl)Cl (tin dichloride), C(C1=CC=CC=C1)OC1=C(N)C=CC(=C1)Br (2-(benzyloxy)-4-bromoaniline), N(=O)[O-].[Na+] (sodium nitrite), [OH-].[Na+] (sodium hydroxide). Run in Cl (HCl), Cl (HCl), O (water). Run at temperature 0 celsius, time 30 minute. The product is Cl.C(C1=CC=CC=C1)OC1=C(C=CC(=C1)Br)NN ((2-(benzyloxy)-4-bromophenyl)hydrazine hydrochloride). Isolated yield 37.8%. Reaction SMILES: [CH2:1]([O:8][C:9]1[CH:15]=[C:14]([Br:16])[CH:13]=[CH:12][C:10]=1[NH2:11])[C:2]1[CH:7]=[CH:6][CH:5]=[CH:4][CH:3]=1.[N:17]([O-])=O.[Na+].[Sn](Cl)[Cl:22].[OH-].[Na+]>Cl.O>[ClH:22].[CH2:1]([O:8][C:9]1[CH:15]=[C:14]([Br:16])[CH:13]=[CH:12][C:10]=1[NH:11][NH2:17])[C:2]1[CH:3]=[CH:4][CH:5]=[CH:6][CH:7]=1 |f:1.2,4.5,8.9|. Reported procedure: To a stirred slurry of 2-(benzyloxy)-4-bromoaniline (12.60 g, 45.3 mmol) in concentrated HCl (150 mL) was added a solution of sodium nitrite (3.44 g, 49.9 mmol) in water (20 mL). The reaction mixture was stirred at 0° C. for 30 min before adding a slurry of tin dichloride (25.8 g, 136.0 mmol) in concentrated HCl (35 mL). The reaction mixture was stirred at 0° C. overnight, warmed to ambient temperature, made basic to pH 10 by addition of sodium hydroxide and extracted with diethyl ether. The org...